From a dataset of the Open Reaction Database (ORD), a public repository of structured organic reaction records. describe an organic reaction: reactants, conditions, products, and yield Reactants: C1(CC1)NC(=O)C1=CC=CC=2SC(=CC21)C2=NC(=NC=C2Br)Cl (2-(5-bromo-2-chloropyrimidin-4-yl)-benzo[b]thiophene-4-carboxylic acid cyclopropylamide), C(C)(C)(C)OC(=O)N1CCC(CC1)(C)CCN (4-(2-aminoethyl)-4-methyl-piperidine-1-carboxylic acid tert-butyl ester), C(C)(C)N(CC)C(C)C (diisopropylethylamine). Solvent: O1CCOCC1 (1,4-dioxane). Reaction conditions: temperature 90 celsius. The product is C(C)(C)(C)OC(=O)N1CCC(CC1)(C)CCNC1=NC=C(C(=N1)C1=CC2=C(S1)C=CC=C2C(NC2CC2)=O)Br (4-{2-[5-bromo-4-(4-cyclopropylcarbamoylbenzo[b]thiophen-2-yl)-pyrimidin-2-ylamino]-ethyl}-4-methylpiperidine-1-carboxylic acid tert-butyl ester). Yield: 100.1%. Reaction SMILES: [CH:1]1([NH:4][C:5]([C:7]2[C:15]3[CH:14]=[C:13]([C:16]4[C:21]([Br:22])=[CH:20][N:19]=[C:18](Cl)[N:17]=4)[S:12][C:11]=3[CH:10]=[CH:9][CH:8]=2)=[O:6])[CH2:3][CH2:2]1.[C:24]([O:28][C:29]([N:31]1[CH2:36][CH2:35][C:34]([CH2:38][CH2:39][NH2:40])([CH3:37])[CH2:33][CH2:32]1)=[O:30])([CH3:27])([CH3:26])[CH3:25].C(N(C(C)C)CC)(C)C>O1CCOCC1>[C:24]([O:28][C:29]([N:31]1[CH2:36][CH2:35][C:34]([CH2:38][CH2:39][NH:40][C:18]2[N:17]=[C:16]([C:13]3[S:12][C:11]4[CH:10]=[CH:9][CH:8]=[C:7]([C:5](=[O:6])[NH:4][CH:1]5[CH2:3][CH2:2]5)[C:15]=4[CH:14]=3)[C:21]([Br:22])=[CH:20][N:19]=2)([CH3:37])[CH2:33][CH2:32]1)=[O:30])([CH3:27])([CH3:26])[CH3:25]. Procedure: A stirred mixture of 2-(5-bromo-2-chloropyrimidin-4-yl)-benzo[b]thiophene-4-carboxylic acid cyclopropylamide (400 mg, 0.979 mmol), 4-(2-aminoethyl)-4-methyl-piperidine-1-carboxylic acid tert-butyl ester (474 mg, 1.96 mmol) and diisopropylethylamine (253 mg, 1.96 mmol) in 1,4-dioxane (10 mL) is heated at 90° C. under nitrogen for 18 hours. At room temperature the mixture is concentrated and the crude product is chromatographed on silica gel, eluting with 3% 2 M NH3/MeOH in dichloromethane, to giv... Starting materials: FC=1C=C(C=CC1)C1=C(C=NO1)C(=O)O (5-(3-fluorophenyl)-isoxazole-4-carboxylic acid), C1(=CC=CC=C1)C1CNCC1 (3-phenylpyrrolidine), F[B-](F)(F)F.N1(N=NC2=C1C=CC=C2)OC(=[N+](C)C)N(C)C (O-(benzotriazol-1-yl)-N,N,N′,N′-tetramethyluronium tetrafluoroborate), C(C)(C)N(CC)C(C)C (diisopropylethylamine). The solvent is CN(C=O)C (dimethylformamide). Yields the product FC=1C=C(C=CC1)C1=C(C=NO1)C(=O)N1CC(CC1)C1=CC=CC=C1 (5-(3-fluorophenyl)-4-[(3-phenylpyrrolidin-1-yl)carbonyl]isoxazole). Reaction SMILES: [F:1][C:2]1[CH:3]=[C:4]([C:8]2[O:12][N:11]=[CH:10][C:9]=2[C:13]([OH:15])=O)[CH:5]=[CH:6][CH:7]=1.[C:16]1([CH:22]2[CH2:26][CH2:25][NH:24][CH2:23]2)[CH:21]=[CH:20][CH:19]=[CH:18][CH:17]=1.F[B-](F)(F)F.N1(OC(N(C)C)=[N+](C)C)C2C=CC=CC=2N=N1.C(N(C(C)C)CC)(C)C>CN(C)C=O>[F:1][C:2]1[CH:3]=[C:4]([C:8]2[O:12][N:11]=[CH:10][C:9]=2[C:13]([N:24]2[CH2:25][CH2:26][CH:22]([C:16]3[CH:21]=[CH:20][CH:19]=[CH:18][CH:17]=3)[CH2:23]2)=[O:15])[CH:5]=[CH:6][CH:7]=1 |f:2.3|. Procedure: 5-(3-fluorophenyl)-isoxazole-4-carboxylic acid (47.8 mg, 0.231 mmol), 3-phenylpyrrolidine (40 mg, 0.271 mmol), O-(benzotriazol-1-yl)-N,N,N′,N′-tetramethyluronium tetrafluoroborate (92.6 mg, 0.288 mmol) and diisopropylethylamine (49.7 mg, 0.384 mmol) were mixed in dimethylformamide (1.5 mL) and stirred at room temperature over night. Solvent was evaporated in vacuo (0.5-1.0 mL) and the residue was taken up in dichloromethane (1 mL), filtered and purified by normal-phase chromatography (20-50% EtO...